Dataset: the Open Reaction Database (ORD), a public repository of structured organic reaction records. Task: describe an organic reaction: reactants, conditions, products, and yield Starting materials: [Si](C)(C)(C(C)(C)C)O[C@H]1[C@@H](O[C@@H]([C@]1(O)C#C[Si](C1=CC=CC=C1)(C1=CC=CC=C1)C1=CC=CC=C1)CO)N1C(=O)NC(=O)C=C1 (1-(2-O-(tert-butyldimethylsilyl)-3-C-triphenylsilylethynyl-β-D-ribofuranosyl)uracil), Cl.CO (hydrochloric acid methanol). Run at time 110 minute. The product is C1(=CC=CC=C1)[Si](C1=CC=CC=C1)(C1=CC=CC=C1)C#C[C@@]1([C@H]([C@@H](O[C@@H]1CO)N1C(=O)NC(=O)C=C1)O)O (1-(3-C-triphenylsilylethynyl-β-D-ribofuranosyl)uracil). The yield is 88.0%. As a reaction SMILES: [Si]([O:8][C@@H:9]1[C@:13]([C:15]#[C:16][Si:17]([C:30]2[CH:35]=[CH:34][CH:33]=[CH:32][CH:31]=2)([C:24]2[CH:29]=[CH:28][CH:27]=[CH:26][CH:25]=2)[C:18]2[CH:23]=[CH:22][CH:21]=[CH:20][CH:19]=2)([OH:14])[C@@H:12]([CH2:36][OH:37])[O:11][C@H:10]1[N:38]1[CH:45]=[CH:44][C:42](=[O:43])[NH:41][C:39]1=[O:40])(C(C)(C)C)(C)C.Cl.CO>>[C:18]1([Si:17]([C:16]#[C:15][C@@:13]2([OH:14])[C@@H:12]([CH2:36][OH:37])[O:11][C@@H:10]([N:38]3[CH:45]=[CH:44][C:42](=[O:43])[NH:41][C:39]3=[O:40])[C@@H:9]2[OH:8])([C:24]2[CH:25]=[CH:26][CH:27]=[CH:28][CH:29]=2)[C:30]2[CH:31]=[CH:32][CH:33]=[CH:34][CH:35]=2)[CH:23]=[CH:22][CH:21]=[CH:20][CH:19]=1 |f:1.2|. Procedure: Added to 1.3 g of 1-(2-O-(tert-butyldimethylsilyl)-3-C-triphenylsilylethynyl-β-D-ribofuranosyl)uracil obtain above were 30 ml of a 2.6% (w/v) hydrochloric acid/methanol solution, and the mixture was stirred at room temperature. After 110 minutes, the solvent was distilled off under reduced pressure, and the residue was then azeotropically distilled with ethanol, purified by column chromatography on covered silica gel (chloroform:methanol=20:1-15:1) and then suspended in hexane. The suspension wa... The reactants are COC(=O)CC1CCc2cc(-c3noc(-c4ccc(OC(C)C)c(C#N)c4)n3)c(C)cc21, C1CCOC1, O. Product: Cc1cc2c(cc1-c1noc(-c3ccc(OC(C)C)c(C#N)c3)n1)CCC2CC(=O)O. RXN SMILES: [C:1](#[N:2])[c:3]1[cH:4][c:5](-[c:13]2[n:14][c:15](-[c:18]3[cH:19][c:20]4[c:24]([cH:25][c:26]3[CH3:27])[CH:23]([CH2:28][C:29](=[O:30])[O:31][CH3:32])[CH2:22][CH2:21]4)[n:16][o:17]2)[cH:6][cH:7][c:8]1[O:9][CH:10]([CH3:11])[CH3:12].[CH2:34]1[O:35][CH2:36][CH2:37][CH2:38]1.[OH2:33]>>[C:1](#[N:2])[c:3]1[cH:4][c:5](-[c:13]2[n:14][c:15](-[c:18]3[cH:19][c:20]4[c:24]([cH:25][c:26]3[CH3:27])[CH:23]([CH2:28][C:29](=[O:30])[OH:31])[CH2:22][CH2:21]4)[n:16][o:17]2)[cH:6][cH:7][c:8]1[O:9][CH:10]([CH3:11])[CH3:12].